Dataset: the Open Reaction Database (ORD), a public repository of structured organic reaction records. Task: describe an organic reaction: reactants, conditions, products, and yield Reactants: C1(CC1)C1=CC(=NN1)N (5-cyclopropyl-1H-pyrazol-3-amine), ClC1=NC(=CC(=N1)Cl)C(F)(F)F (2,4-dichloro-6-(trifluoromethyl)pyrimidine), CCN(C(C)C)C(C)C (DIPEA). Run in CCO (EtOH). Conditions: temperature 70 celsius, time 22 hour. The product is ClC1=NC(=CC(=N1)NC1=NNC(=C1)C1CC1)C(F)(F)F (2-Chloro-N-(5-cyclopropyl-1H-pyrazol-3-yl)-6-(trifluoromethyl)pyrimidin-4-amine). The yield is 51.5%. As a reaction SMILES: [CH:1]1([C:4]2[NH:8][N:7]=[C:6]([NH2:9])[CH:5]=2)[CH2:3][CH2:2]1.[Cl:10][C:11]1[N:16]=[C:15](Cl)[CH:14]=[C:13]([C:18]([F:21])([F:20])[F:19])[N:12]=1.CCN(C(C)C)C(C)C>CCO>[Cl:10][C:11]1[N:16]=[C:15]([NH:9][C:6]2[CH:5]=[C:4]([CH:1]3[CH2:3][CH2:2]3)[NH:8][N:7]=2)[CH:14]=[C:13]([C:18]([F:21])([F:19])[F:20])[N:12]=1. Procedure: A mixture of 5-cyclopropyl-1H-pyrazol-3-amine (1.42 g, 11.5 mmol), 2,4-dichloro-6-(trifluoromethyl)pyrimidine (2.50 g, 11.5 mmol), DIPEA (4.05 mL, 23.0 mmol), and anhydrous EtOH (35 mL) was stirred at 70° C. under N2 for 22 h. The reaction mixture was concentrated in vacuo. The residue was diluted with EtOAc and the organic layer was washed sequentially with water and brine, dried (Na2SO4), filtered and concentrated in vacuo. Trituration with DCM afforded 1.80 g (51.5%) of 2-chloro-N-(5-cyclopro... RXN SMILES: [C:25]([O-:26])(=[O:27])[CH:28]=[CH:29][C:30]([O-:31])=[O:32].[CH:10]([CH3:11])([CH3:12])[O:13][c:14]1[c:15]([C:16](=[O:17])[N:18]=[C:19]=[O:20])[cH:21][cH:22][cH:23][cH:24]1.[NH2:1][CH:2]1[CH2:3][N:4]2[CH2:5][CH2:6][CH:7]1[CH2:8][CH2:9]2>>[NH:1]([CH:2]1[CH2:3][N:4]2[CH2:5][CH2:6][CH:7]1[CH2:8][CH2:9]2)[C:19]([NH:18][C:16]([c:15]1[c:14]([O:13][CH:10]([CH3:11])[CH3:12])[cH:24][cH:23][cH:22][cH:21]1)=[O:17])=[O:20]. The product is CC(C)Oc1ccccc1C(=O)NC(=O)NC1CN2CCC1CC2. Starting materials: O=C([O-])C=CC(=O)[O-], CC(C)Oc1ccccc1C(=O)N=C=O, NC1CN2CCC1CC2. The reactants are CN(C)C=O, COC(=O)c1c[nH]cc1C1CC1, Clc1ccnc2ccccc12, [H-], [Na+]. Product: COC(=O)c1cn(-c2ccnc3ccccc23)cc1C1CC1. Reaction SMILES: [CH3:26][N:27]([CH3:28])[CH:29]=[O:30].[CH:3]1([c:6]2[c:7]([C:11](=[O:12])[O:13][CH3:14])[cH:8][nH:9][cH:10]2)[CH2:4][CH2:5]1.[Cl:15][c:16]1[cH:17][cH:18][n:19][c:20]2[cH:21][cH:22][cH:23][cH:24][c:25]12.[H-:1].[Na+:2]>>[CH:3]1([c:6]2[c:7]([C:11](=[O:12])[O:13][CH3:14])[cH:8][n:9](-[c:16]3[cH:17][cH:18][n:19][c:20]4[cH:21][cH:22][cH:23][cH:24][c:25]34)[cH:10]2)[CH2:4][CH2:5]1. The reactants are C(C)(C)(C)OC(=O)NCCCNC=1C=C2C(C(=CN(C2=CC1Cl)C1CC1)C(=O)O)=O (6-[(3-terbutoxycarbonylaminopropyl)amino]-7-chloro 1-cyclopropyl-1,4-dihydro-4-oxo-quinoline-3-carboxylic acid). The solvent is C(=O)(C(F)(F)F)O.C(Cl)Cl (TFA DCM). The product is NCCCNC=1C=C2C(C(=CN(C2=CC1Cl)C1CC1)C(=O)O)=O (6-[(3-aminopropyl)amino]-7-chloro-1-cyclopropyl-1,4-dihydro-4-oxo-quinoline-3-carboxylic acid). Yield: 133.7%. RXN SMILES: C(OC([NH:8][CH2:9][CH2:10][CH2:11][NH:12][C:13]1[CH:14]=[C:15]2[C:20](=[CH:21][C:22]=1[Cl:23])[N:19]([CH:24]1[CH2:26][CH2:25]1)[CH:18]=[C:17]([C:27]([OH:29])=[O:28])[C:16]2=[O:30])=O)(C)(C)C>C(O)(C(F)(F)F)=O.C(Cl)Cl>[NH2:8][CH2:9][CH2:10][CH2:11][NH:12][C:13]1[CH:14]=[C:15]2[C:20](=[CH:21][C:22]=1[Cl:23])[N:19]([CH:24]1[CH2:26][CH2:25]1)[CH:18]=[C:17]([C:27]([OH:29])=[O:28])[C:16]2=[O:30] |f:1.2|. Reported procedure: A solution of intermediate 11 (100 mg) in 10% TFA/DCM (1 mL) was stirred at room temperature for 2 h. The solvent was partially evaporated under reduced pressure. For five times the residual was diluted in DCM (2 mL) and concentrated under reduced pressure. Final solvent evaporation afforded the title compound (103 mg). The reactants are COC=1C=CC(=C(C(=O)O)C1)C(C1=CC=C(C=C1)C(F)(F)F)=O (5-methoxy-2-(4-trifluoromethylbenzoyl)benzoic acid), O.NN (hydrazine hydrate). Product: COC1=CC=C2C(=NNC(C2=C1)=O)C1=CC=C(C=C1)C(F)(F)F (7-Methoxy-4-(4-trifluoromethylphenyl)-2H-phthalazin-1-one). RXN SMILES: [CH3:1][O:2][C:3]1[CH:4]=[CH:5][C:6]([C:12](=O)[C:13]2[CH:18]=[CH:17][C:16]([C:19]([F:22])([F:21])[F:20])=[CH:15][CH:14]=2)=[C:7]([CH:11]=1)[C:8](O)=[O:9].O.[NH2:25][NH2:26]>>[CH3:1][O:2][C:3]1[CH:11]=[C:7]2[C:6]([C:12]([C:13]3[CH:18]=[CH:17][C:16]([C:19]([F:22])([F:21])[F:20])=[CH:15][CH:14]=3)=[N:25][NH:26][C:8]2=[O:9])=[CH:5][CH:4]=1 |f:1.2|. Reported procedure: This compound is obtained according to the procedure described in 1.2. by reacting 5-methoxy-2-(4-trifluoromethylbenzoyl)benzoic acid unpurified with hydrazine hydrate. Starting materials: Br[Mg]c1ccccc1, O=Cc1cc(Br)ccc1F, C1CCOC1. The product is O=C(c1ccccc1)c1cc(Br)ccc1F. RXN SMILES: [Br:11][Mg:12][c:13]1[cH:14][cH:15][cH:16][cH:17][cH:18]1.[F:1][c:2]1[c:3]([CH:4]=[O:5])[cH:6][c:7]([Br:10])[cH:8][cH:9]1.[O:19]1[CH2:20][CH2:21][CH2:22][CH2:23]1>>[F:1][c:2]1[c:3]([C:4](=[O:5])[c:13]2[cH:14][cH:15][cH:16][cH:17][cH:18]2)[cH:6][c:7]([Br:10])[cH:8][cH:9]1. The solvent is C(=S)=S (Carbon disulfide). Reactants: OC=1NC2=C(N1)C=CC=C2 (2-hydroxybenzimidazole), C(=O)(OC)CCC(=O)Cl (3-carbomethoxypropionyl chloride), [Cl-].[Al+3].[Cl-].[Cl-] (aluminum chloride). As a reaction SMILES: [OH:1][C:2]1[NH:3][C:4]2C=CC=C[C:5]=2[N:6]=1.[C:11]([CH2:15][CH2:16][C:17](Cl)=[O:18])([O:13]C)=[O:12].[Cl-].[Al+3].[Cl-].[Cl-]>C(=S)=S>[C:11]([CH2:15][CH2:16][C:17]([C:5]1[NH:6][C:2]([OH:1])=[N:3][CH:4]=1)=[O:18])([OH:13])=[O:12] |f:2.3.4.5|. Procedure: Carbon disulfide (110 ml), 2-hydroxybenzimidazole (5 g) and 3-carbomethoxypropionyl chloride (5.6 g) are added to a flask containing aluminum chloride (25 g) under an atmosphere of nitrogen. The resulting suspension is refluxed for about 20 hours, quenched with ice cold hydrochloric acid (6N), stirred and filtered. The filtered solid is washed with water and dried in a vacuum oven, affording the desired compound as a solid, which is used in the next step without further purification, M.P. 295° C... The product is C(=O)(O)CCC(=O)C1=CN=C(N1)O (5-(3-Carboxypropionyl)-2-hydroxyimidazole).